From a dataset of the Open Reaction Database (ORD), a public repository of structured organic reaction records. describe an organic reaction: reactants, conditions, products, and yield The reactants are CS(C)=O, Cc1cc(C)n(-c2cncc(Cl)n2)n1, [H-], Nc1ccc(Cl)cc1, [Na+], O. Product: Cc1cc(C)n(-c2cncc(Nc3ccc(Cl)cc3)n2)n1. Reaction SMILES: [CH3:26][S:27]([CH3:28])=[O:29].[Cl:11][c:12]1[n:13][c:14](-[n:18]2[n:19][c:20]([CH3:24])[cH:21][c:22]2[CH3:23])[cH:15][n:16][cH:17]1.[H-:1].[NH2:3][c:4]1[cH:5][cH:6][c:7]([Cl:8])[cH:9][cH:10]1.[Na+:2].[OH2:25]>>[NH:3]([c:4]1[cH:5][cH:6][c:7]([Cl:8])[cH:9][cH:10]1)[c:12]1[n:13][c:14](-[n:18]2[n:19][c:20]([CH3:24])[cH:21][c:22]2[CH3:23])[cH:15][n:16][cH:17]1. Starting materials: COc1cc([N+](=O)[O-])ccc1OC(C)=O, CCO. Yields the product COc1cc(N)ccc1OC(C)=O. Reaction SMILES: [C:1]([CH3:2])(=[O:3])[O:4][c:5]1[c:6]([O:14][CH3:15])[cH:7][c:8]([N+:11]([O-:12])=[O:13])[cH:9][cH:10]1.[CH3:16][CH2:17][OH:18]>>[C:1]([CH3:2])(=[O:3])[O:4][c:5]1[c:6]([O:14][CH3:15])[cH:7][c:8]([NH2:11])[cH:9][cH:10]1. Starting materials: anhydride, ClC(=O)OCC(C)C (Isobutyl chloroformate), C(C)(C)(C)OC(=O)CCC(C(=O)O)N (4-t-butoxycarbonyl aminobutyric acid), CN1CCOCC1 (4-methylmorpholine), NC1=CC=C2C(=C(NC2=N1)C1=CC=C(C=C1)F)C1=CC=NC=C1 (6-Amino-3-(4-pyridyl)-2-(4-fluorophenyl)-7-aza-indole), C([O-])(O)=O (bicarbonate). Solvent: C1CCOC1 (THF), C1CCOC1 (THF). Reaction conditions: temperature 23 celsius, time 20 minute. The product is C(C)(C)(C)OC(=O)NCCCC(=O)NC1=CC=C2C(=C(NC2=N1)C1=CC=C(C=C1)F)C1=CC=NC=C1 (6-(4′-t-butoxycarbonylamino-1′-oxo-butylamino)-3-(4-pyridyl)-2-(4-fluorophenyl)-7-aza-indole). Reaction SMILES: ClC([O:4][CH2:5][CH:6]([CH3:8])C)=O.[C:9]([O:13][C:14](CCC(N)C(O)=O)=[O:15])([CH3:12])([CH3:11])[CH3:10].[CH3:23][N:24]1CCOCC1.[NH2:30][C:31]1[N:39]=[C:38]2[C:34]([C:35]([C:47]3[CH:52]=[CH:51][N:50]=[CH:49][CH:48]=3)=[C:36]([C:40]3[CH:45]=[CH:44][C:43]([F:46])=[CH:42][CH:41]=3)[NH:37]2)=[CH:33][CH:32]=1.C(=O)(O)[O-]>C1COCC1>[C:9]([O:13][C:14]([NH:24][CH2:23][CH2:8][CH2:6][C:5]([NH:30][C:31]1[N:39]=[C:38]2[C:34]([C:35]([C:47]3[CH:52]=[CH:51][N:50]=[CH:49][CH:48]=3)=[C:36]([C:40]3[CH:41]=[CH:42][C:43]([F:46])=[CH:44][CH:45]=3)[NH:37]2)=[CH:33][CH:32]=1)=[O:4])=[O:15])([CH3:10])([CH3:11])[CH3:12]. Procedure: General Procedure for mixed anhydride coupling—Isobutyl chloroformate (32 ml, 0.24 mmol) was added dropwise to a −20-30° C. solution of 4-t-butoxycarbonyl aminobutyric acid (19) (50.1 mg, 0.247 mmol), 4-methylmorpholine (124 ml, 1.23 mmol), and THF (2 mL). After 20 min at −20-30° C., 6-Amino-3-(4-pyridyl)-2-(4-fluorophenyl)-7-aza-indole (17) (75 mg, 0.24 mmol) and THF (3 mL) was added in one portion. The reaction was allowed to warm to 23° C. After 16 h at 23° C., the reaction was poured into sa...